From a dataset of the Open Reaction Database (ORD), a public repository of structured organic reaction records. describe an organic reaction: reactants, conditions, products, and yield Starting materials: CO, Nc1ccc(-c2ccc(C(=O)O)cc2)c(C(F)(F)F)c1. Product: COC(=O)c1ccc(-c2ccc(N)cc2C(F)(F)F)cc1. Reaction SMILES: [CH3:21][OH:22].[NH2:1][c:2]1[cH:3][c:4]([C:17]([F:18])([F:19])[F:20])[c:5](-[c:8]2[cH:9][cH:10][c:11]([C:14](=[O:15])[OH:16])[cH:12][cH:13]2)[cH:6][cH:7]1>>[NH2:1][c:2]1[cH:3][c:4]([C:17]([F:18])([F:19])[F:20])[c:5](-[c:8]2[cH:9][cH:10][c:11]([C:14](=[O:15])[O:16][CH3:21])[cH:12][cH:13]2)[cH:6][cH:7]1. The reactants are [Si](C)(C)(C(C)(C)C)OC(CCCCCCC1=CC=CC=C1)C=1OC(=CN1)C(C(F)(F)F)=O (1-(2-(1-(tert-Butyldimethylsilyloxy)-7-phenylheptyl)oxazol-5-yl)-2,2,2-trifluoroethanone), [Si](C)(C)(C(C)(C)C)OC(CCCCCCC1=CC=CC=C1)C=1OC=CN1 (2-(1-(tert-butyldimethylsilyloxy)-7-phenylheptyl)oxazole), CN(C(C(F)(F)F)=O)C (N,N-dimethyltrifluoroacetamide). Yields the product EtOAc hexanes, C1(=CC=CC=C1)CCCCCCC(=O)C=1OC(=CN1)C(C(F)(F)F)=O (7-Phenyl-1-(5-(2,2,2-trifluoroacetyl)oxazol-2-yl)heptan-1-one). Isolated yield 58.0%. Reaction SMILES: [Si]([O:8][CH:9]([C:22]1[O:23][C:24]([C:27](=[O:32])[C:28]([F:31])([F:30])[F:29])=[CH:25][N:26]=1)[CH2:10][CH2:11][CH2:12][CH2:13][CH2:14][CH2:15][C:16]1[CH:21]=[CH:20][CH:19]=[CH:18][CH:17]=1)(C(C)(C)C)(C)C.[Si](OC(C1OC=CN=1)CCCCCCC1C=CC=CC=1)(C(C)(C)C)(C)C.CN(C)C(=O)C(F)(F)F>>[C:16]1([CH2:15][CH2:14][CH2:13][CH2:12][CH2:11][CH2:10][C:9]([C:22]2[O:23][C:24]([C:27](=[O:32])[C:28]([F:31])([F:29])[F:30])=[CH:25][N:26]=2)=[O:8])[CH:21]=[CH:20][CH:19]=[CH:18][CH:17]=1. Procedure: 1-(2-(1-(tert-Butyldimethylsilyloxy)-7-phenylheptyl)oxazol-5-yl)-2,2,2-trifluoroethanone. The title compound was prepared from 2-(1-(tert-butyldimethylsilyloxy)-7-phenylheptyl)oxazole (100 mg, 0.268 mmol) and N,N-dimethyltrifluoroacetamide following General Procedure K. Flash chromatography (2-10% EtOAc/hexanes) yielded the title compound as a clear oil (73 mg, 58%): 1H NMR (CDCl3, 600 MHz) δ 8.01 (s, 1H), 7.28-7.26 (m, 2H), 7.18-7.16 (m, 3H), 4.90 (t, 1H, J=7.0 Hz), 2.60 (t, 2H, J=7.5 Hz), 1.96...